Dataset: the Open Reaction Database (ORD), a public repository of structured organic reaction records. Task: describe an organic reaction: reactants, conditions, products, and yield The product is CN (methylamine), CNC(=O)C1CN(C(C1)=O)C1=CC=C(C=C1)OCC1=C(C(=CC=C1F)F)F ((RS)-5-oxo-1-[4-(2,3,6-trifluoro-benzyl-oxy)-phenyl]-pyrrolidine-3-carboxylic acid methylamide). Starting materials: COC(=O)C1CN(C(C1)=O)C1=CC=C(C=C1)O ((RS)-1-(4-hydroxyphenyl)-5-oxo-pyrrolidine-3-carboxylic acid methyl ester), FC1=C(CBr)C(=CC=C1F)F (2,3,6-trifluorobenzyl bromide), COC(=O)C1CN(C(C1)=O)C1=CC=C(C=C1)OCC1=C(C(=CC=C1F)F)F ((RS)-5-oxo-1-[4-(2,3,6-trifluoro-benzyloxy)-phenyl]-pyrrolidine-3-carboxylic acid methyl ester). RXN SMILES: COC(C1CC(=O)[N:7](C2C=CC(O)=CC=2)[CH2:6]1)=O.FC1C(F)=CC=C(F)C=1CBr.C[O:30][C:31]([CH:33]1[CH2:37][C:36](=[O:38])[N:35]([C:39]2[CH:44]=[CH:43][C:42]([O:45][CH2:46][C:47]3[C:52]([F:53])=[CH:51][CH:50]=[C:49]([F:54])[C:48]=3[F:55])=[CH:41][CH:40]=2)[CH2:34]1)=O>>[CH3:6][NH2:7].[CH3:6][NH:7][C:31]([CH:33]1[CH2:37][C:36](=[O:38])[N:35]([C:39]2[CH:44]=[CH:43][C:42]([O:45][CH2:46][C:47]3[C:52]([F:53])=[CH:51][CH:50]=[C:49]([F:54])[C:48]=3[F:55])=[CH:41][CH:40]=2)[CH2:34]1)=[O:30]. Procedure: The title compound is prepared by alkylation of the (RS)-1-(4-hydroxyphenyl)-5-oxo-pyrrolidine-3-carboxylic acid methyl ester with 2,3,6-trifluorobenzyl bromide giving the (RS)-5-oxo-1-[4-(2,3,6-trifluoro-benzyloxy)-phenyl]-pyrrolidine-3-carboxylic acid methyl ester as a light yellow solid [73% of theory, MS: m/e=379 (M+H)+], which, thereupon, by treatment with methylamine yields the (RS)-5-oxo-1-[4-(2,3,6-trifluoro-benzyl-oxy)-phenyl]-pyrrolidine-3-carboxylic acid methylamide. Yield: 64% of the...